Dataset: the Open Reaction Database (ORD), a public repository of structured organic reaction records. Task: describe an organic reaction: reactants, conditions, products, and yield The reactants are O (water), IC1=CC2=C(N=C(S2)S(=O)(=O)C)C=C1 (6-iodo-2-(methylsulfonyl)benzo[d]thiazole), N1C[C@H](CC1)O ((S)-pyrrolidin-3-ol), C([O-])([O-])=O.[K+].[K+] (potassium carbonate). Run in CN(C=O)C (N,N-dimethylformamide). Reaction conditions: temperature 150 celsius. The product is IC1=CC2=C(N=C(S2)N2C[C@H](CC2)O)C=C1 ((S)-1-(6-iodobenzo[d]thiazol-2-yl)pyrrolidin-3-ol). As a reaction SMILES: [I:1][C:2]1[CH:14]=[CH:13][C:5]2[N:6]=[C:7](S(C)(=O)=O)[S:8][C:4]=2[CH:3]=1.[NH:15]1[CH2:19][CH2:18][C@H:17]([OH:20])[CH2:16]1.C(=O)([O-])[O-].[K+].[K+].O>CN(C)C=O>[I:1][C:2]1[CH:14]=[CH:13][C:5]2[N:6]=[C:7]([N:15]3[CH2:19][CH2:18][C@H:17]([OH:20])[CH2:16]3)[S:8][C:4]=2[CH:3]=1 |f:2.3.4|. Reported procedure: A stirred mixture of 6-iodo-2-(methylsulfonyl)benzo[d]thiazole (Reference Example 6c, 1.50 g, 4.42 mmol), (S)-pyrrolidin-3-ol (0.500 g, 5.74 mmol), and potassium carbonate (1.222 g, 8.84 mmol) in N,N-dimethylformamide (21.5 mL) was heated to 150° C. under microwave irradiation for 10 minutes. The reaction mixture was cooled to room temperature, then poured into water (350 mL) to give a precipitate. The precipitate was collected by filtration, rinsed with water, and then dissolved in ethyl acetat...